Dataset: the Open Reaction Database (ORD), a public repository of structured organic reaction records. Task: describe an organic reaction: reactants, conditions, products, and yield Reactants: CCN(C(C)C)C(C)C (DIEA), C(C1=CC=CC=C1)OC(=O)CCN(CCC(=O)O)C(=O)OC(C)(C)C (3-[(2-Benzyloxycarbonylethyl) tert-butoxycarbonylamino]propionic acid), C=1C=CC2=C(C1)N=NN2O (HOBt), CCN=C=NCCCN(C)C (EDAC), C(C)(C)(C)OC(CCCCCCCCCCCCCCCCN)=O (17-aminoheptadecanoic acid tert-butyl ester). Run in CN(C)C=O (DMF), C1CCOC1 (THF), CN(C)C=O (DMF). Reaction conditions: time 30 minute. Yields the product C(C)(C)(C)OC(CCCCCCCCCCCCCCCCNC(CCN(C(=O)OC(C)(C)C)CCC(=O)OCC1=CC=CC=C1)=O)=O (17-{3-[(2-Benzyloxycarbonylethyl)tert-butoxycarbonylamino]propionylamino}heptadecanoic acid tert-butyl ester). Reaction SMILES: [CH2:1]([O:8][C:9]([CH2:11][CH2:12][N:13]([C:19]([O:21][C:22]([CH3:25])([CH3:24])[CH3:23])=[O:20])[CH2:14][CH2:15][C:16]([OH:18])=O)=[O:10])[C:2]1[CH:7]=[CH:6][CH:5]=[CH:4][CH:3]=1.C1C=CC2N(O)N=NC=2C=1.CCN=C=NCCCN(C)C.CCN(C(C)C)C(C)C.[C:56]([O:60][C:61](=[O:79])[CH2:62][CH2:63][CH2:64][CH2:65][CH2:66][CH2:67][CH2:68][CH2:69][CH2:70][CH2:71][CH2:72][CH2:73][CH2:74][CH2:75][CH2:76][CH2:77][NH2:78])([CH3:59])([CH3:58])[CH3:57]>CN(C=O)C.C1COCC1>[C:56]([O:60][C:61](=[O:79])[CH2:62][CH2:63][CH2:64][CH2:65][CH2:66][CH2:67][CH2:68][CH2:69][CH2:70][CH2:71][CH2:72][CH2:73][CH2:74][CH2:75][CH2:76][CH2:77][NH:78][C:16](=[O:18])[CH2:15][CH2:14][N:13]([CH2:12][CH2:11][C:9]([O:8][CH2:1][C:2]1[CH:3]=[CH:4][CH:5]=[CH:6][CH:7]=1)=[O:10])[C:19]([O:21][C:22]([CH3:25])([CH3:24])[CH3:23])=[O:20])([CH3:59])([CH3:57])[CH3:58]. Procedure: 3-[(2-Benzyloxycarbonylethyl) tert-butoxycarbonylamino]propionic acid (0.17 g, 0.48 mmol) was dissolved in DMF (2 mL) and HOBt (0.065 g, 0.48 mmol) and EDAC (0.093 g, 0.48 mmol) were added. The mixture was stirred for 30 min., and DIEA (0.083 mL, 0.48 mmol) was added and 17-aminoheptadecanoic acid tert-butyl ester (0.15 g, 0.44 mmol) dissolved in THF (3 mL)+DMF (0.5 mL) was added. The reaction was stirred for 2 days. The reaction was concentrated and the residue was dissolved in AcOEt (50 mL) an... Starting materials: CC1=C(C(=NO1)C1=CC=CC=C1)COC1=NC=C(C(=O)O)C=C1 (6-(5-methyl-3-phenyl-isoxazol-4-ylmethoxy)-nicotinic acid), C(C)(C)(C)N (tert-butylamine). Product: C(C)(C)(C)NC(C1=CN=C(C=C1)OCC=1C(=NOC1C)C1=CC=CC=C1)=O (N-tert-Butyl-6-(5-methyl-3-phenyl-isoxazol-4-ylmethoxy)-nicotinamide). Isolated yield 76.0%. As a reaction SMILES: [CH3:1][C:2]1[O:6][N:5]=[C:4]([C:7]2[CH:12]=[CH:11][CH:10]=[CH:9][CH:8]=2)[C:3]=1[CH2:13][O:14][C:15]1[CH:23]=[CH:22][C:18]([C:19]([OH:21])=O)=[CH:17][N:16]=1.[C:24]([NH2:28])([CH3:27])([CH3:26])[CH3:25]>>[C:24]([NH:28][C:19](=[O:21])[C:18]1[CH:22]=[CH:23][C:15]([O:14][CH2:13][C:3]2[C:4]([C:7]3[CH:8]=[CH:9][CH:10]=[CH:11][CH:12]=3)=[N:5][O:6][C:2]=2[CH3:1])=[N:16][CH:17]=1)([CH3:27])([CH3:26])[CH3:25]. Procedure details: As described for example 15, 6-(5-methyl-3-phenyl-isoxazol-4-ylmethoxy)-nicotinic acid (100 mg, 0.32 mmol) was converted, using tert-butylamine instead of 3-methoxypropylamine, to the title compound (89 mg, 76%) which was obtained as an off white solid. MS: m/e=366.3 [M+H]′. The reactants are ClC1=CC=C(C=C1)C=1C(=NC=CN1)O (3-(p-chlorophenyl)pyrazinol), CC(C(=O)OCC)(C(=O)OCC)C1=NC=CN=C1C1=CC=C(C=C1)Cl (diethyl α-methyl-3-(p-chlorophenyl)pyrazinylmalonate), XI, CC(C(=O)N)C1=NC=CN=C1C1=CC=C(C=C1)Cl (α-methyl-3-(p-chlorophenyl)pyrazineacetamide), CC(C(=O)O)C1=NC=CN=C1C1=CC=C(C=C1)Cl (α-methyl-3-(p-chlorophenyl)pyrazineacetic acid), VI, IX, CC(C(=O)OCC)C1=NC=CN=C1C1=CC=C(C=C1)Cl (ethyl α-methyl-3-(p-chlorophenyl)pyrazineacetate). The product is ClC1=NC=CN=C1C1=CC=C(C=C1)Cl (2-Chloro-3-(p-chlorophenyl)pyrazine). Reaction SMILES: [Cl:1][C:2]1[CH:7]=[CH:6][C:5]([C:8]2[C:9](O)=[N:10][CH:11]=[CH:12][N:13]=2)=[CH:4][CH:3]=1.CC(C1C(C2C=CC([Cl:39])=CC=2)=NC=CN=1)(C(OCC)=O)C(OCC)=O.CC(C1C(C2C=CC(Cl)=CC=2)=NC=CN=1)C(OCC)=O.CC(C1C(C2C=CC(Cl)=CC=2)=NC=CN=1)C(O)=O.CC(C1C(C2C=CC(Cl)=CC=2)=NC=CN=1)C(N)=O>>[Cl:39][C:9]1[C:8]([C:5]2[CH:6]=[CH:7][C:2]([Cl:1])=[CH:3][CH:4]=2)=[N:13][CH:12]=[CH:11][N:10]=1. Procedure: 2-Chloro-3-(p-chlorophenyl)pyrazine is prepared by the method of Karmas and Spoerri. (loc. cit.), using 3-(p-chlorophenyl)pyrazinol as the starting material. Starting with this material and using the procedures of Examples V, VI, IX, and XI, the products obtained are diethyl α-methyl-3-(p-chlorophenyl)pyrazinylmalonate, ethyl α-methyl-3-(p-chlorophenyl)pyrazineacetate, α-methyl-3-(p-chlorophenyl)pyrazineacetic acid, and α-methyl-3-(p-chlorophenyl)pyrazineacetamide. Reactants: Cl.C(C)OC(CC(=O)OCC)=N (Ethyl 3-ethoxy-3-iminopropanoate hydrochloride), BrC1=C(C=C(N)C=C1)OC (4-bromo-3-methoxyaniline). The solvent is CCO (EtOH). Run at temperature 22 celsius, time 20 hour. Yields the product BrC1=C(C=C(C=C1)\N=C(/CC(=O)OCC)\OCC)OC (Ethyl (3E)-3-[(4-bromo-3-methoxyphenyl)imino]-3-ethoxypropanoate). Reaction SMILES: Cl.[CH2:2]([O:4][C:5](=[NH:12])[CH2:6][C:7]([O:9][CH2:10][CH3:11])=[O:8])[CH3:3].[Br:13][C:14]1[CH:20]=[CH:19][C:17](N)=[CH:16][C:15]=1[O:21][CH3:22]>CCO>[Br:13][C:14]1[CH:20]=[CH:19][C:17](/[N:12]=[C:5](/[O:4][CH2:2][CH3:3])\[CH2:6][C:7]([O:9][CH2:10][CH3:11])=[O:8])=[CH:16][C:15]=1[O:21][CH3:22] |f:0.1|. Reported procedure: A mixture of the product of Step 1 (54.2 g, 277 mmol) and 4-bromo-3-methoxyaniline (56.0 g, 277 mmol) in EtOH (500 mL) was stirred under nitrogen, at 22° C., for 20 hours. The mixture was filtered and concentrated, then stirred in ether (100 mL), filtered and concentrated. The residue was chromatographed on silica gel 60 (gradient elution, 0-50% EtOAc in hexane) to give the title product. 1H NMR (400 MHz, CDCl3) δ 7.40 (d, J=8.4 Hz, 1H); 6.43 (d, J=2.0 Hz, 1H); 6.30 (dd, J=8.4 & 2.4 Hz, 1H); 4.2... Starting materials: N1=CC=CC=C1 (pyridine), Dess-Martin-periodinane, ClC1=CC=C(C=C1)C=1C=CC(=NC1)C#CC=1C=CC(=NC1)N1C[C@@H](CC1)O ((R)-1-{5-[5-(4-chloro-phenyl)-pyridin-2-ylethynyl]-pyridin-2-yl}-pyrrolidin-3-ol), C(=O)(O)[O-].[Na+] (NaHCO3), C(C)(C)(C)OC (tert-butylmethylether). The solvent is C(Cl)Cl (DCM), C(Cl)Cl (DCM). Run at time 3 hour. Yields the product ClC1=CC=C(C=C1)C=1C=CC(=NC1)C#CC=1C=CC(=NC1)N1CC(CC1)=O (1-{5-[5-(4-chloro-phenyl)-pyridin-2-ylethynyl]-pyridin-2-yl}-pyrrolidin-3-one). As a reaction SMILES: N1C=CC=CC=1.[Cl:7][C:8]1[CH:13]=[CH:12][C:11]([C:14]2[CH:15]=[CH:16][C:17]([C:20]#[C:21][C:22]3[CH:23]=[CH:24][C:25]([N:28]4[CH2:32][CH2:31][C@@H:30]([OH:33])[CH2:29]4)=[N:26][CH:27]=3)=[N:18][CH:19]=2)=[CH:10][CH:9]=1.C([O-])(O)=O.[Na+].C(OC)(C)(C)C>C(Cl)Cl>[Cl:7][C:8]1[CH:13]=[CH:12][C:11]([C:14]2[CH:15]=[CH:16][C:17]([C:20]#[C:21][C:22]3[CH:23]=[CH:24][C:25]([N:28]4[CH2:32][CH2:31][C:30](=[O:33])[CH2:29]4)=[N:26][CH:27]=3)=[N:18][CH:19]=2)=[CH:10][CH:9]=1 |f:2.3|. Reported procedure: 0.43 mL (5.32 mmol) pyridine and 2.26 g (0.80 mmol, 15 percent by weight) Dess-Martin-periodinane in DCM are added to a solution of 200 mg (0.53 mmol) (R)-1-{5-[5-(4-chloro-phenyl)-pyridin-2-ylethynyl]-pyridin-2-yl}-pyrrolidin-3-ol in 10 mL DCM. The reaction mixture is stirred for 3 h at RT and added to a solution of semisaturated NaHCO3 solution and tert-butylmethylether. The aqueous phase is extracted twice with EtOAc. The organic phase is dried over MgSO4 and the solvent is eliminated i.vac. ... Reactants: O=C([O-])[O-], CS(C)=O, Cl, O=C(O)CCC(=O)c1ccc(F)cc1, [K+], [K+], O, c1ccc(C2CCNCC2)cc1. Product: O=C(O)CCC(=O)c1ccc(N2CCC(c3ccccc3)CC2)cc1. As a reaction SMILES: [C:27](=[O:28])([O-:29])[O-:30].[CH3:34][S:35]([CH3:36])=[O:37].[ClH:33].[F:13][c:14]1[cH:15][cH:16][c:17]([C:18](=[O:19])[CH2:20][CH2:21][C:22](=[O:23])[OH:24])[cH:25][cH:26]1.[K+:31].[K+:32].[OH2:38].[c:1]1([CH:7]2[CH2:8][CH2:9][NH:10][CH2:11][CH2:12]2)[cH:2][cH:3][cH:4][cH:5][cH:6]1>>[c:1]1([CH:7]2[CH2:8][CH2:9][N:10]([c:14]3[cH:15][cH:16][c:17]([C:18](=[O:19])[CH2:20][CH2:21][C:22](=[O:23])[OH:24])[cH:25][cH:26]3)[CH2:11][CH2:12]2)[cH:2][cH:3][cH:4][cH:5][cH:6]1. Starting materials: ClC=1C=CC(=NC1)NC(C1=C(C(=CC(=C1)Cl)O)NC(=O)C=1SC=C(C1Cl)CN1CCN(CC1)C)=O (N-(5-chloropyridin-2-yl)-2-[((4-((4-methylpiperazin-1-yl)methyl)-3-chlorothiophen-2-yl)carbonyl)amino]-3-hydroxy-5-chlorobenzamide), C([O-])([O-])=O.[Cs+].[Cs+] (cesium carbonate), C(C)OCCBr (2-bromoethyl ethyl ether). Solvent: CN(C)C=O (DMF). Conditions: temperature 60 celsius. Yields the product ClC=1C=CC(=NC1)NC(C1=C(C(=CC(=C1)Cl)OCCOCC)NC(=O)C=1SC=C(C1Cl)CN1CCN(CC1)C)=O (N-(5-chloropyridin-2-yl)-2-[((4-((4-methylpiperazin-1-yl)methyl)-3-chlorothiophen-2-yl)carbonyl)amino]-3-(2-ethoxyethoxy)-5-chlorobenzamide). Reaction SMILES: [Cl:1][C:2]1[CH:3]=[CH:4][C:5]([NH:8][C:9](=[O:35])[C:10]2[CH:15]=[C:14]([Cl:16])[CH:13]=[C:12]([OH:17])[C:11]=2[NH:18][C:19]([C:21]2[S:22][CH:23]=[C:24]([CH2:27][N:28]3[CH2:33][CH2:32][N:31]([CH3:34])[CH2:30][CH2:29]3)[C:25]=2[Cl:26])=[O:20])=[N:6][CH:7]=1.C(=O)([O-])[O-].[Cs+].[Cs+].[CH2:42]([O:44][CH2:45][CH2:46]Br)[CH3:43]>CN(C=O)C>[Cl:1][C:2]1[CH:3]=[CH:4][C:5]([NH:8][C:9](=[O:35])[C:10]2[CH:15]=[C:14]([Cl:16])[CH:13]=[C:12]([O:17][CH2:43][CH2:42][O:44][CH2:45][CH3:46])[C:11]=2[NH:18][C:19]([C:21]2[S:22][CH:23]=[C:24]([CH2:27][N:28]3[CH2:33][CH2:32][N:31]([CH3:34])[CH2:30][CH2:29]3)[C:25]=2[Cl:26])=[O:20])=[N:6][CH:7]=1 |f:1.2.3|. Procedure details: To a solution of N-(5-chloropyridin-2-yl)-2-[((4-((4-methylpiperazin-1-yl)methyl)-3-chlorothiophen-2-yl)carbonyl)amino]-3-hydroxy-5-chlorobenzamide (2.0 g, 3.6 mmol) in DMF (20 mL) were added cesium carbonate (8.0 g, 25 mmol) and 2-bromoethyl ethyl ether (0.71 g, 4.6 mmol). The suspension was heated at 60° C. for 16 hours. The mixture was cooled to ambient temperature and filtered, and the filtrate was acidified with trifluoroacetic acid. Purification by HPLC on a C18 Dynamax column acetonitrile...